Dataset: the Open Reaction Database (ORD), a public repository of structured organic reaction records. Task: describe an organic reaction: reactants, conditions, products, and yield Starting materials: CC(C)C[Al+]CC(C)C, COC(=O)c1cnc(NCCCC2CCN(C)CC2)cn1, ClCCl, [H-]. Yields the product CN1CCC(CCCNc2cnc(C=O)cn2)CC1. As a reaction SMILES: [CH2:23]([Al+:24][CH2:25][CH:26]([CH3:27])[CH3:28])[CH:29]([CH3:30])[CH3:31].[CH3:1][O:2][C:3](=[O:4])[c:5]1[n:6][cH:7][c:8]([NH:11][CH2:12][CH2:13][CH2:14][CH:15]2[CH2:16][CH2:17][N:18]([CH3:21])[CH2:19][CH2:20]2)[n:9][cH:10]1.[Cl:32][CH2:33][Cl:34].[H-:22]>>[O:2]=[CH:3][c:5]1[n:6][cH:7][c:8]([NH:11][CH2:12][CH2:13][CH2:14][CH:15]2[CH2:16][CH2:17][N:18]([CH3:21])[CH2:19][CH2:20]2)[n:9][cH:10]1. Reactants: C(C1=CC=CC=C1)(=O)NC1=C2N=CN(C2=NC=N1)[C@H]1C[C@@H](O)[C@H](O1)COC(C1=CC=CC=C1)=O (N6 -benzoyl-9-(5-O-benzoyl-2-deoxy-β-D-threopentofuranosyl)-adenine), white crystalline powder, [N-]=[N+]=[N-].[Li+] (lithium azide), solution, FC(S(=O)(=O)OS(=O)(=O)C(F)(F)F)(F)F (trifluoromethanesulfonic anhydride). As a reaction SMILES: C([NH:9][C:10]1[N:18]=[CH:17][N:16]=[C:15]2[C:11]=1[N:12]=[CH:13][N:14]2[C@@H:19]1[O:24][C@H:23]([CH2:25][O:26]C(=O)C2C=CC=CC=2)[C@H:21](O)[CH2:20]1)(=O)C1C=CC=CC=1.FC(F)(F)S(OS(C(F)(F)F)(=O)=O)(=O)=O.[N-:50]=[N+:51]=[N-:52].[Li+]>CN(C=O)C.C(Cl)(Cl)Cl.O.ClCCl.N1C=CC=CC=1>[N:50]([C@@H:21]1[C@@H:23]([CH2:25][OH:26])[O:24][C@@H:19]([N:14]2[C:15]3[N:16]=[CH:17][N:18]=[C:10]([NH2:9])[C:11]=3[N:12]=[CH:13]2)[CH2:20]1)=[N+:51]=[N-:52] |f:2.3|. Reported procedure: A solution of 920 mg (2 mmol) of N6 -benzoyl-9-(5-O-benzoyl-2-deoxy-β-D-threopentofuranosyl)-adenine in 20 ml of abs. dichloromethane (and 2 ml of pyridine) is cooled to -30° C. Then 5 ml (3 mmol) of a solution of trifluoromethanesulfonic anhydride in abs. dichloromethane are added dropwise. The cooling bath is removed, the mixture is stirred for a further 20 min, and 980 mg (20 mmol) of lithium azide in 20 ml of DMF are added to the solution. After stirring at RT for a further 2 h, 50 ml of wat... Conditions: time 20 minute. Yields the product N(=[N+]=[N-])[C@H]1C[C@@H](O[C@@H]1CO)N1C=NC=2C(N)=NC=NC12 (3'-Azido-2',3'-dideoxyadenosine). The solvent is N1=CC=CC=C1 (pyridine), ClCCl (dichloromethane), CN(C)C=O (DMF), ClCCl (dichloromethane), C(Cl)(Cl)Cl (chloroform), O (water). Reactants: O[C@@H](C)[C@@H]1CC(CC(N1)(C)C)=O ((S)-6-((S)-1-hydroxyethyl)-2,2-dimethylpiperidin-4-one), N1C=NC=C1 (imidazole), CC(C)(C)[Si](C)(C)Cl (TBSCl). Solvent: CN(C)C=O (DMF), O (water). Reaction conditions: time 8 hour. Yields the product [Si](C)(C)(C(C)(C)C)O[C@@H](C)[C@@H]1CC(CC(N1)(C)C)=O ((S)-6-((S)-1-(tert-butyldimethylsilyloxy)ethyl)-2,2-dimethylpiperidin-4-one). The yield is 35.6%. Reaction SMILES: [OH:1][C@H:2]([C@H:4]1[NH:9][C:8]([CH3:11])([CH3:10])[CH2:7][C:6](=[O:12])[CH2:5]1)[CH3:3].N1C=CN=C1.[CH3:18][C:19]([Si:22](Cl)([CH3:24])[CH3:23])([CH3:21])[CH3:20]>CN(C=O)C.O>[Si:22]([O:1][C@H:2]([C@H:4]1[NH:9][C:8]([CH3:11])([CH3:10])[CH2:7][C:6](=[O:12])[CH2:5]1)[CH3:3])([C:19]([CH3:21])([CH3:20])[CH3:18])([CH3:24])[CH3:23]. Procedure details: To a solution of (S)-6-((S)-1-hydroxyethyl)-2,2-dimethylpiperidin-4-one (0.11 g, 0.64 mmol) in DMF (3 mL) were added imidazole (0.13 g, 1.93 mmol) and TBSCl (0.14 g, 0.96 mmol). The mixture was stirred overnight. The reaction mixture was diluted with water (10 mL) and extracted with EtOAc (20 mL). The extract was washed with brine, dried over Na2SO4, and concentrated in vacuo. The residue was purified by column chromatography (EtOAc/Heptane) to afford 65 mg (35%) of (S)-6-((S)-1-(tert-butyldimet... The reactants are COc1cc(C)cc(OC)c1N, Cc1ccccc1, O=C1CCCCC1, O. Product: COc1cc(C)cc(OC)c1N=C1CCCCC1. RXN SMILES: [CH3:1][O:2][c:3]1[c:4]([NH2:5])[c:6]([O:11][CH3:12])[cH:7][c:8]([CH3:10])[cH:9]1.[CH3:21][c:22]1[cH:23][cH:24][cH:25][cH:26][cH:27]1.[O:13]=[C:14]1[CH2:15][CH2:16][CH2:17][CH2:18][CH2:19]1.[OH2:20]>>[CH3:1][O:2][c:3]1[c:4]([N:5]=[C:14]2[CH2:15][CH2:16][CH2:17][CH2:18][CH2:19]2)[c:6]([O:11][CH3:12])[cH:7][c:8]([CH3:10])[cH:9]1.